describe an organic reaction: reactants, conditions, products, and yield From a dataset of the Open Reaction Database (ORD), a public repository of structured organic reaction records. Starting materials: ClC(Cl)(OC(OC(Cl)(Cl)Cl)=O)Cl (triphosgene), C(O)([O-])=O.[Na+] (sodium hydrogencarbonate), COC=1C=C2C(=NC=NC2=CC1OC)OC1=CC(=C(N)C=C1)F (4-[(6,7-Dimethoxy-4-quinazolinyl)oxy]-2-fluoro-aniline), Cl.C(C#C)N (propargylamine hydrochloride). Run in C(C)N(CC)CC (triethylamine), C(Cl)(Cl)Cl (chloroform), C(Cl)(Cl)Cl (chloroform). Conditions: time 30 minute. Yields the product COC=1C=C2C(=NC=NC2=CC1OC)OC1=CC(=C(C=C1)NC(=O)NCC#C)F (N-{4-[(6,7-Dimethoxy-4-quinazolinyl)oxy]-2-fluorophenyl}-N′-(2 propynyl)urea). The yield is 33.5%. As a reaction SMILES: [CH3:1][O:2][C:3]1[CH:4]=[C:5]2[C:10](=[CH:11][C:12]=1[O:13][CH3:14])[N:9]=[CH:8][N:7]=[C:6]2[O:15][C:16]1[CH:22]=[CH:21][C:19]([NH2:20])=[C:18]([F:23])[CH:17]=1.ClC(Cl)(O[C:28](=[O:34])OC(Cl)(Cl)Cl)Cl.Cl.[CH2:37]([NH2:40])[C:38]#[CH:39].C(=O)([O-])O.[Na+]>C(Cl)(Cl)Cl.C(N(CC)CC)C>[CH3:1][O:2][C:3]1[CH:4]=[C:5]2[C:10](=[CH:11][C:12]=1[O:13][CH3:14])[N:9]=[CH:8][N:7]=[C:6]2[O:15][C:16]1[CH:22]=[CH:21][C:19]([NH:20][C:28]([NH:40][CH2:37][C:38]#[CH:39])=[O:34])=[C:18]([F:23])[CH:17]=1 |f:2.3,4.5|. Reported procedure: 4-[(6,7-Dimethoxy-4-quinazolinyl)oxy]-2-fluoro-aniline (50 mg) was dissolved in chloroform (3 ml) and triethylamine (0.3 ml), and a solution of triphosgene (47 mg) in chloroform was then added to the solution. The mixture was stirred at room temperature for 30 min. Next, propargylamine hydrochloride (29 mg) was added to the reaction solution, and the mixture was further stirred at room temperature overnight. A saturated aqueous sodium hydrogencarbonate solution was added to the reaction solution... The reactants are CC=1C=CC(=CC1NC=2N=CC=C(N2)C=3C=CC=NC3)NC(=O)C=4C=CC(=CC4)CN5CCN(CC5)C (imatinib), N#CN (cyanamide), Cl (hydrochloric acid), ( a ), CC1=C(N)C=C(C=C1)[N+](=O)[O-] (2-methyl-5-nitroaniline). The product is Cl.CC1=C(C=C(C=C1)[N+](=O)[O-])NC(=N)N (1-(2-methyl-5-nitrophenyl)guanidine hydrochloride). RXN SMILES: CC1C=CC(NC(C2C=CC(CN3CCN(C)CC3)=CC=2)=O)=CC=1[NH:8][C:9]1N=CC=C(C2C=CC=NC=2)[N:14]=1.[CH3:38][C:39]1[CH:45]=[CH:44][C:43]([N+:46]([O-:48])=[O:47])=[CH:42][C:40]=1[NH2:41].N#CN.[ClH:52]>>[ClH:52].[CH3:38][C:39]1[CH:45]=[CH:44][C:43]([N+:46]([O-:48])=[O:47])=[CH:42][C:40]=1[NH:41][C:9]([NH2:14])=[NH:8] |f:4.5|. Procedure details: The invention provides a process for preparation of imatinib base and pharmaceutically acceptable acid addition salts thereof, comprising (a) reacting 2-methyl-5-nitroaniline with cyanamide in the presence of hydrochloric acid to obtain 1-(2-methyl-5-nitrophenyl)guanidine hydrochloride; (b) converting 1-(2-methyl-5-nitrophenyl)guanidine hydrochloride to 1-(2-methyl-5-nitrophenyl)guanidine nitrate; (c) condensing 3-acetylpyridine with N,N-dimethylformamide dimethyl acetal to obtain 3-(dimethylami...